This data is from the Open Reaction Database (ORD), a public repository of structured organic reaction records. The task is: describe an organic reaction: reactants, conditions, products, and yield Starting materials: BrC=1C=C(C=CC1C)[N+](=O)[O-] (3-bromo-4-methyl nitrobenzene), ClC1=C(C=C(C=C1)NC1=NC2=C(N1C)C=CC(=C2)OC2=CC(=NC=C2)C(=O)NC)[N+](=O)[O-] ((4-{2-[(4-chloro-3-nitrophenyl)amino]-1-methylbenzimidazol-5-yloxy}-(2-pyridyl))-N-methylcarboxamide), C(C)(C)N(CC)C(C)C (diisopropylethylamine). Reagents/catalysts: C1=CC=C(C=C1)P([C-]2C=CC=C2)C3=CC=CC=C3.C1=CC=C(C=C1)P([C-]2C=CC=C2)C3=CC=CC=C3.Cl[Pd]Cl.[Fe+2].C(Cl)Cl (Pd(dppf)Cl2 CH2Cl2). The solvent is CN1CCCC1=O (NMP). Run at temperature 80 celsius. The product is CC1=C(C=C(C=C1)[N+](=O)[O-])C1=COC=C1 (4-Methyl-3-(3-furyl)-nitrobenzene). Isolated yield 78.5%. As a reaction SMILES: Br[C:2]1[CH:3]=[C:4]([N+:9]([O-:11])=[O:10])[CH:5]=[CH:6][C:7]=1[CH3:8].ClC1C=CC(NC2N(C)C3C=CC(O[C:31]4C=CN=[C:33]([C:37](NC)=[O:38])[CH:32]=4)=CC=3N=2)=CC=1[N+]([O-])=O.C(N(C(C)C)CC)(C)C>CN1C(=O)CCC1.C1C=CC(P(C2C=CC=CC=2)[C-]2C=CC=C2)=CC=1.C1C=CC(P(C2C=CC=CC=2)[C-]2C=CC=C2)=CC=1.Cl[Pd]Cl.[Fe+2].C(Cl)Cl>[CH3:8][C:7]1[CH:6]=[CH:5][C:4]([N+:9]([O-:11])=[O:10])=[CH:3][C:2]=1[C:33]1[CH:32]=[CH:31][O:38][CH:37]=1 |f:4.5.6.7.8|. Procedure details: A suspension of 3-bromo-4-methyl nitrobenzene 1 (421 mg, 2.0 mmol), 3-furan boronic acid 2 (452 mg, 4.0 mmol), diisopropylethylamine (1.4 mL, 8.0 mmol), and Pd(dppf)Cl2—CH2Cl2 (162 mg, 0.2 mmol) in dry NMP (10 mL) was sparged with Ar for 20 min. The reaction mixture was heated to 80° C. and maintained at that temperature for 16 h. The reaction was allowed to cool to rt and was then partitioned with water and EtOAc. The resulting mixture was filtered through Celite and the phases partitioned and ... Reactants: CCCBr, CCOC(=O)C1CCN(CC(O)CN2c3ccccc3CCc3ccccc32)CC1, CN(C)C=O, [H-], [Na+]. The product is CCCOC(CN1CCC(C(=O)OCC)CC1)CN1c2ccccc2CCc2ccccc21. As a reaction SMILES: [CH2:33]([CH2:34][CH3:35])[Br:36].[CH2:3]([CH3:4])[O:5][C:6](=[O:7])[CH:8]1[CH2:9][CH2:10][N:11]([CH2:14][CH:15]([CH2:16][N:17]2[c:18]3[c:19]([cH:28][cH:29][cH:30][cH:31]3)[CH2:20][CH2:21][c:22]3[c:23]2[cH:24][cH:25][cH:26][cH:27]3)[OH:32])[CH2:12][CH2:13]1.[CH3:37][N:38]([CH3:39])[CH:40]=[O:41].[H-:1].[Na+:2]>>[CH2:3]([CH3:4])[O:5][C:6](=[O:7])[CH:8]1[CH2:9][CH2:10][N:11]([CH2:14][CH:15]([CH2:16][N:17]2[c:18]3[c:19]([cH:28][cH:29][cH:30][cH:31]3)[CH2:20][CH2:21][c:22]3[c:23]2[cH:24][cH:25][cH:26][cH:27]3)[O:32][CH2:33][CH2:34][CH3:35])[CH2:12][CH2:13]1. Starting materials: ClC1=C(C(=CC=C1)F)NC=1NC2=C(N1)C=C(C1=C2CC(O1)(C)C)C(=O)OC (methyl 2-[(2-chloro-6-fluorophenyl)amino]-7,7-dimethyl-7,8-dihydro-1H-furo[3,2-e]benzimidazole-5-carboxylate), FC(C1=CC=C(C=N1)N)(F)F (6-(trifluoromethyl)pyridin-3-amine), C[Al](C)C (trimethyl aluminium). Run in C1(=CC=CC=C1)C (toluene). The product is ClC1=C(C(=CC=C1)F)NC1=NC2=C(N1)C=1CC(OC1C(=C2)C(=O)NC=2C=NC(=CC2)C(F)(F)F)(C)C (2-((2-Chloro-6-fluorophenyl)amino)-7,7-dimethyl-N-(6-(trifluoromethyl)pyridin-3-yl)-7,8-dihydro-1H-benzofuro[4,5-d]imidazole-5-carboxamide). Isolated yield 9.8%. As a reaction SMILES: [Cl:1][C:2]1[CH:7]=[CH:6][CH:5]=[C:4]([F:8])[C:3]=1[NH:9][C:10]1[NH:11][C:12]2[C:18]3[CH2:19][C:20]([CH3:23])([CH3:22])[O:21][C:17]=3[C:16]([C:24]([O:26]C)=O)=[CH:15][C:13]=2[N:14]=1.[F:28][C:29]([F:38])([F:37])[C:30]1[N:35]=[CH:34][C:33]([NH2:36])=[CH:32][CH:31]=1.C[Al](C)C>C1(C)C=CC=CC=1>[Cl:1][C:2]1[CH:7]=[CH:6][CH:5]=[C:4]([F:8])[C:3]=1[NH:9][C:10]1[NH:11][C:12]2[C:18]3[CH2:19][C:20]([CH3:22])([CH3:23])[O:21][C:17]=3[C:16]([C:24]([NH:36][C:33]3[CH:34]=[N:35][C:30]([C:29]([F:38])([F:28])[F:37])=[CH:31][CH:32]=3)=[O:26])=[CH:15][C:13]=2[N:14]=1. Reported procedure: The title compound was prepared by following the procedure described for Example-137 by using methyl 2-[(2-chloro-6-fluorophenyl)amino]-7,7-dimethyl-7,8-dihydro-1H-furo[3,2-e]benzimidazole-5-carboxylate (Step-1 of Intermediate-15, 0.100 g, 0.256 mmol), 6-(trifluoromethyl)pyridin-3-amine (0.062 g, 0.387 mmol), trimethyl aluminium (2M solution in toluene) (0.5 mL), dry toluene (5.0 mL) to afford 0.013 g of the desired product. 1HNMR (DMSO-d6): δ 1.58 (s, 6H), 3.33 (s, 2H), 7.33-7.41 (m, 4H), 7.89 ... The reactants are FC1=CC(=CC=C1)I (1-fluoro-3-iodobenzene), FC(C(C(C(C(C(F)(F)F)(F)F)(F)F)(F)F)(F)F)(F)I (perfluorohexyl iodide). The reagents and catalysts are [Cu] (copper). The solvent is CS(=O)C (dimethyl sulfoxide). Product: FC1=CC(=CC=C1)C(C(C(C(C(C(F)(F)F)(F)F)(F)F)(F)F)(F)F)(F)F (1-Fluoro-3-(perfluorohexyl) benzene), 1 -fluoro-3-perfluorohexyl benzene. RXN SMILES: [F:1][C:2]1[CH:7]=[CH:6][CH:5]=[C:4](I)[CH:3]=1.[F:9][C:10](I)([F:27])[C:11]([F:26])([F:25])[C:12]([F:24])([F:23])[C:13]([F:22])([F:21])[C:14]([F:20])([F:19])[C:15]([F:18])([F:17])[F:16]>CS(C)=O.[Cu]>[F:1][C:2]1[CH:7]=[CH:6][CH:5]=[C:4]([C:10]([F:27])([F:9])[C:11]([F:25])([F:26])[C:12]([F:23])([F:24])[C:13]([F:21])([F:22])[C:14]([F:20])([F:19])[C:15]([F:18])([F:17])[F:16])[CH:3]=1. Procedure details: 1-Fluoro-3-(perfluorohexyl) benzene was prepared by heating 6.02 g 1-fluoro-3-iodobenzene and 13.3 g perfluorohexyl iodide with excess copper in dimethyl sulfoxide (DMSO) at approximately 125° C. for 24 hours. The product, 1 -fluoro-3-perfluorohexyl benzene, was obtained in good yield (10.0 g, 89%). Reactants: O=C([O-])[O-], CNC1COC(=O)C1, CC#N, Fc1ccc(Nc2ncnc3cc(OCCBr)c(OCC4CC4)cc23)cc1Cl, [I-], [K+], [K+], [Na+]. Product: CN(CCOc1cc2ncnc(Nc3ccc(F)c(Cl)c3)c2cc1OCC1CC1)C1COC(=O)C1. Reaction SMILES: [C:37](=[O:38])([O-:39])[O-:40].[CH3:29][NH:30][CH:31]1[CH2:32][C:33](=[O:36])[O:34][CH2:35]1.[CH3:45][C:46]#[N:47].[Cl:1][c:2]1[cH:3][c:4]([NH:9][c:10]2[n:11][cH:12][n:13][c:14]3[cH:15][c:16]([O:25][CH2:26][CH2:27][Br:28])[c:17]([O:20][CH2:21][CH:22]4[CH2:23][CH2:24]4)[cH:18][c:19]23)[cH:5][cH:6][c:7]1[F:8].[I-:44].[K+:41].[K+:42].[Na+:43]>>[Cl:1][c:2]1[cH:3][c:4]([NH:9][c:10]2[n:11][cH:12][n:13][c:14]3[cH:15][c:16]([O:25][CH2:26][CH2:27][N:30]([CH3:29])[CH:31]4[CH2:32][C:33](=[O:36])[O:34][CH2:35]4)[c:17]([O:20][CH2:21][CH:22]4[CH2:23][CH2:24]4)[cH:18][c:19]23)[cH:5][cH:6][c:7]1[F:8].